From a dataset of the Open Reaction Database (ORD), a public repository of structured organic reaction records. describe an organic reaction: reactants, conditions, products, and yield Starting materials: FC=1C=C(C=C(C1)F)C[C@@H]([C@@H]1OC1)NC(OCC1=CC=CC=C1)=O (Benzyl (1S)-2-(3,5-difluorophenyl)-1-[(2S)-oxiranyl]ethylcarbamate), C1(CCCC2=CC=CC=C12)N (1,2,3,4-tetrahydro-1-naphthalenylamine), C(CC)N(C(=O)C=1C=C(C(=O)O)C=C(C1)CC)CCC (3-[(Dipropylamino)carbonyl]-5-ethylbenzoic acid). The product is C(C1=CC=CC=C1)NC[C@H]([C@H](CC1=CC(=CC(=C1)F)F)NC(=O)C=1OC(=CC1)C(=O)N(CCC)CCC)O (N2-[(1S,2R)-3-(benzylamino)-1-(3,5-difluorobenzyl)-2-hydroxypropyl]-N5,N5-dipropyl-2,5-furandicarboxamide). Reaction SMILES: [F:1][C:2]1[CH:3]=[C:4]([CH2:9][C@H:10]([NH:14][C:15](=[O:24])OCC2C=CC=CC=2)[C@H:11]2[CH2:13][O:12]2)[CH:5]=[C:6]([F:8])[CH:7]=1.[CH:25]1([NH2:35])[C:34]2[C:29](=[CH:30][CH:31]=[CH:32][CH:33]=2)CCC1.[CH2:36]([N:39]([CH2:53][CH2:54][CH3:55])[C:40]([C:42]1[CH:43]=[C:44](C=C(CC)C=1)[C:45](O)=[O:46])=[O:41])[CH2:37][CH3:38]>>[CH2:25]([NH:35][CH2:13][C@@H:11]([OH:12])[C@@H:10]([NH:14][C:15]([C:45]1[O:46][C:42]([C:40]([N:39]([CH2:53][CH2:54][CH3:55])[CH2:36][CH2:37][CH3:38])=[O:41])=[CH:43][CH:44]=1)=[O:24])[CH2:9][C:4]1[CH:5]=[C:6]([F:8])[CH:7]=[C:2]([F:1])[CH:3]=1)[C:34]1[CH:29]=[CH:30][CH:31]=[CH:32][CH:33]=1. Procedure details: Following the general procedure of EXAMPLEs 4, 5 and 6 and making non-critical variations but using tert-butyl (1S)-2-(3,5-difluorophenyl)-1-[(2S)-oxiranyl]ethylcarbamate (V), H2N—CH2-phenyl (VI) and (CH3—CH2—CH2—)2N—CO—(2,5-furanyl)—CO— (IX), the title compound is obtained, MH+=528.